From a dataset of the Open Reaction Database (ORD), a public repository of structured organic reaction records. describe an organic reaction: reactants, conditions, products, and yield Reactants: C(CCC)OC(C(NC(=O)OCC(Cl)(Cl)Cl)OC(C)=O)=O (N-(β,β,β-trichloroethoxycarbonyl)-2-acetoxyglycine n-butyl ester), B(F)(F)F.CCOCC (boron trifluoride etherate), C1(=CC=CC=C1)OC (anisole). The reagents and catalysts are C(Cl)Cl (methylene chloride). Yields the product C(CCC)OC(C(NC(=O)OCC(Cl)(Cl)Cl)C1=CC=C(C=C1)OC)=O (N-(β,β,β-Trichloroethoxycarbonyl)-2-(4-methoxyphenyl)glycine n-butyl ester). Reaction SMILES: [CH2:1]([O:5][C:6](=[O:21])[CH:7](OC(=O)C)[NH:8][C:9]([O:11][CH2:12][C:13]([Cl:16])([Cl:15])[Cl:14])=[O:10])[CH2:2][CH2:3][CH3:4].[C:22]1([O:28][CH3:29])[CH:27]=[CH:26][CH:25]=[CH:24][CH:23]=1.B(F)(F)F.CCOCC>C(Cl)Cl>[CH2:1]([O:5][C:6](=[O:21])[CH:7]([C:25]1[CH:26]=[CH:27][C:22]([O:28][CH3:29])=[CH:23][CH:24]=1)[NH:8][C:9]([O:11][CH2:12][C:13]([Cl:14])([Cl:15])[Cl:16])=[O:10])[CH2:2][CH2:3][CH3:4] |f:2.3|. Procedure: A solution of 0.91 g. (3.0 mmol.) of N-(β,β,β-trichloroethoxycarbonyl)-2-acetoxyglycine n-butyl ester and 0.3 g. (2.8 mmol.) of anisole in 20 ml. of methylene chloride containing two drops of boron trifluoride etherate was maintained at 25° for 5 hours. The solvent was then evaporated in vacuo and 2:1 hexane-methylene chloride was added. Chromatography on silica gel with methylene chloride containing increasing amounts of ethyl acetate gave the title compound. Starting materials: BrC1=C(C(=C(C(=C1F)F)F)F)S(=O)(=O)NC1=CC(=C(C=C1)OC)O (1-Bromo-3,4,5,6-tetrafluoro-2-[(3-hydroxy-4-methoxyphenyl)amino-sulfonyl]benzene). The reagents and catalysts are [Pd].C (Pd charcoal). The solvent is CO (methanol). Conditions: time 4 hour. Product: FC1=C(C=C(C(=C1F)F)F)S(=O)(=O)NC1=CC(=C(C=C1)OC)O (2,3,4,5-Tetrafluoro- 1-[(3-hydroxy-4-methoxyphenyl)aminosulfonyl]benzene). As a reaction SMILES: Br[C:2]1[C:7]([F:8])=[C:6]([F:9])[C:5]([F:10])=[C:4]([F:11])[C:3]=1[S:12]([NH:15][C:16]1[CH:21]=[CH:20][C:19]([O:22][CH3:23])=[C:18]([OH:24])[CH:17]=1)(=[O:14])=[O:13]>CO.[Pd].C>[F:11][C:4]1[C:5]([F:10])=[C:6]([F:9])[C:7]([F:8])=[CH:2][C:3]=1[S:12]([NH:15][C:16]1[CH:21]=[CH:20][C:19]([O:22][CH3:23])=[C:18]([OH:24])[CH:17]=1)(=[O:14])=[O:13] |f:2.3|. Procedure details: The title compound was prepared via catalytic hydrogenation of the compound prepared in Example F above. Briefly, the starting material was in methanol and placed in a closed vessel. A catalytic amount of 10% Pd/charcoal was added and the mixture was hydrogenated at 60 psi H2 for 4 h. The resulting mixture was filtered through celite, the solvent was evaporated and the residue was purified by chromatography (silica; EtOAc/Hexane, 1:4) to yield the title compound. 1H-NMR (CDCl3): δ 7.43 (1H, m), ... The reactants are BrC=1C=C2C=CC(=NC2=CC1)CC=O (6-bromoquinoline-ethanone), FC(F)(F)[Si](C)(C)C ((trifluoromethyl)trimethylsilane), [F-].C(CCC)[NH+](CCCC)CCCC (tributylammonium fluoride), CN(C)C=O (DMF), Cl (hydrochloride). Run at time 4 hour. The product is BrC=1C=C2C=CC(=NC2=CC1)C(C(F)(F)F)(C)O (6-Bromo-quinolin-2-yl-1,1,1-trifluoropropan-2-ol). As a reaction SMILES: [Br:1][C:2]1[CH:3]=[C:4]2[C:9](=[CH:10][CH:11]=1)[N:8]=[C:7]([CH2:12][CH:13]=O)[CH:6]=[CH:5]2.[F:15][C:16]([Si](C)(C)C)([F:18])[F:17].[F-].C([NH+](CCCC)CCCC)CCC.Cl.CN(C=[O:42])C>>[Br:1][C:2]1[CH:3]=[C:4]2[C:9](=[CH:10][CH:11]=1)[N:8]=[C:7]([C:12]([OH:42])([CH3:13])[C:16]([F:18])([F:17])[F:15])[CH:6]=[CH:5]2 |f:2.3|. Procedure details: A DMF (5 ml) solution of the 6-bromoquinoline-ethanone (129 mg, 0.52 mmol), (trifluoromethyl)trimethylsilane (220 mg, 1.55 mmol) and tributylammonium fluoride (13.5 mg, 0.052 mmol) was stirred at 100° C. for 2 hours. Then the mixture was cooled to room temperature and added 1M-hydrochloride aqueous solution (2 ml). After 4 hours, the mixture was quenched with saturated sodium bicarbonate aqueous solution, and the product was extracted with ethyl acetate and dried over sodium sulfate. Then, filtr... Reactants: C1C(SCC(S1)O)O (mercaptoacetaldehyde dimer), C(C1=CC=CC=C1)(=O)OCC=O (benzoyloxyacetaldehyde), N1=CC=CC=C1 (pyridine), COC(=O)Cl (methylchloroformate), cis carbonates. The solvent is C(Cl)Cl (methylene chloride), C(Cl)Cl (methylene chloride), C(Cl)Cl (methylene chloride). Reaction conditions: temperature 0 celsius, time 12 hour. Yields the product C(C1=CC=CC=C1)(=O)OC[C@@H]1O[C@H](CS1)OC(=O)OC (TRANS-2-BENZOYLOXYMETHYL-5-METHOXYCARBONYLOXY-1,3-OXATHIOLANE). Reaction SMILES: [CH2:1]1[S:6][CH:5]([OH:7])[CH2:4]S[CH:2]1[OH:8].[C:9]([O:17]CC=O)(=[O:16])[C:10]1[CH:15]=[CH:14][CH:13]=[CH:12][CH:11]=1.N1C=CC=CC=1.[CH3:27][O:28][C:29](Cl)=[O:30]>C(Cl)Cl>[C:9]([O:17][CH2:4][C@H:5]1[S:6][CH2:1][C@H:2]([O:8][C:29]([O:28][CH3:27])=[O:30])[O:7]1)(=[O:16])[C:10]1[CH:11]=[CH:12][CH:13]=[CH:14][CH:15]=1. Procedure details: A solution of 17.93 g (0.118 mmol) of mercaptoacetaldehyde dimer and 38.70 g (0.236 mmol) of benzoyloxyacetaldehyde in 57.3 mL (3 eq) of pyridine was heated until all the solid dissolved. After cooling, 300 mL of anhydrous methylene chloride were added and the mixture was cooled at 0° C. for ca. 30 minutes. To this solution at 0° C., was slowly added a solution of methylchloroformate (57.3 mL, 0.71 mmol) in 80 mL of methylene chloride. The mixture was stirred for 12 hrs and diluted with ca. 200 ... Reactants: C(=O)C1=CC=C(OCC=2N(C3=NC=CC=C3N2)C)C=C1 (2-(4-formylphenoxymethyl)-3-methylimidazo[5,4-b]pyridine), S1C(NC(C1)=O)=O (2,4-thiazolidinedione), N1CCCCC1 (piperidine). Run in C(C)O (ethanol). The product is CN1C(=NC=2C1=NC=CC2)COC2=CC=C(C=C1C(NC(S1)=O)=O)C=C2 (5-{4-(3-Methylimidazo[5,4-b]pyridin-2-ylmethoxy)-benzylidene}thiazolidine-2,4-dione). Yield: 79.2%. RXN SMILES: [CH:1]([C:3]1[CH:20]=[CH:19][C:6]([O:7][CH2:8][C:9]2[N:10]([CH3:18])[C:11]3[C:16]([N:17]=2)=[CH:15][CH:14]=[CH:13][N:12]=3)=[CH:5][CH:4]=1)=O.[S:21]1[CH2:25][C:24](=[O:26])[NH:23][C:22]1=[O:27].N1CCCCC1>C(O)C>[CH3:18][N:10]1[C:11]2=[N:12][CH:13]=[CH:14][CH:15]=[C:16]2[N:17]=[C:9]1[CH2:8][O:7][C:6]1[CH:19]=[CH:20][C:3]([CH:1]=[C:25]2[S:21][C:22](=[O:27])[NH:23][C:24]2=[O:26])=[CH:4][CH:5]=1. Procedure details: A mixture of 0.35 g of 2-(4-formylphenoxymethyl)-3-methylimidazo[5,4-b]pyridine (prepared as described in Preparation 112), 0.31 g of 2,4-thiazolidinedione, 0.26 ml of piperidine and 10 ml of ethanol was heated under reflux for 4 hours. At the end of this time, the solvent was removed by distillation under reduced pressure and the residue was crystallized by trituration with water. The crystals were collected by filtration and washed with water and then with ethyl acetate, to give 0.38 g of the ...